This data is from the Open Reaction Database (ORD), a public repository of structured organic reaction records. The task is: describe an organic reaction: reactants, conditions, products, and yield Reactants: C1(=CC=CC=C1)CN1CC(C(C1)C1=CC=CC=C1)C=O (1-phenylmethyl -3-(RS)-formyl -4-(SR)-phenylpyrrolidine), C1(=CC=CC=C1)C1CCNCC1 ((4-phenyl)piperidine), C(C)(=O)O[BH-](OC(C)=O)OC(C)=O.[Na+] (sodium triacetoxy-borohydride). Run in ClC(C)Cl (dichloroethane). Reaction conditions: time 2 hour. Yields the product hexanes EtOAc, C1(=CC=CC=C1)CN1CC(C(C1)C1=CC=CC=C1)CN1CCC(CC1)C1=CC=CC=C1 (1-Phenylmethyl -3-(SR)-((4-phenyl) piperidin-1-yl)methyl-4-(SR)-phenylpyrrolidine). Yield: 94.6%. As a reaction SMILES: [C:1]1([CH2:7][N:8]2[CH2:12][CH:11]([C:13]3[CH:18]=[CH:17][CH:16]=[CH:15][CH:14]=3)[CH:10]([CH:19]=O)[CH2:9]2)[CH:6]=[CH:5][CH:4]=[CH:3][CH:2]=1.[C:21]1([CH:27]2[CH2:32][CH2:31][NH:30][CH2:29][CH2:28]2)[CH:26]=[CH:25][CH:24]=[CH:23][CH:22]=1.C(O[BH-](OC(=O)C)OC(=O)C)(=O)C.[Na+]>ClC(Cl)C>[C:1]1([CH2:7][N:8]2[CH2:12][CH:11]([C:13]3[CH:18]=[CH:17][CH:16]=[CH:15][CH:14]=3)[CH:10]([CH2:19][N:30]3[CH2:31][CH2:32][CH:27]([C:21]4[CH:26]=[CH:25][CH:24]=[CH:23][CH:22]=4)[CH2:28][CH2:29]3)[CH2:9]2)[CH:6]=[CH:5][CH:4]=[CH:3][CH:2]=1 |f:2.3|. Procedure: A solution of 680 mg (2.6 mmol) of 1-phenylmethyl -3-(RS)-formyl -4-(SR)-phenylpyrrolidine (from Example 9, Step B) and 420 mg (2.6 mmol) of (4-phenyl)piperidine in 25 mL of dichloroethane at 0° C. was treated with 635 mg (3.0 mmol) of sodium triacetoxy-borohydride. The cooling bath was removed and the resulting mixture was stirred at rt for 2h. The reaction mixture was partitioned between 100 mL of EtOAc and 50 mL of sat'd NaHCO3 and the layers were separated. The organic layer was washed with ... The reactants are Cc1ccc2c(c1)B(O)OC21CCCC1, ClC(Cl)(Cl)Cl, O=C1CCC(=O)N1Br. Product: OB1OC2(CCCC2)c2ccc(CBr)cc21. RXN SMILES: [CH3:1][c:2]1[cH:3][cH:4][c:5]2[c:6]([cH:15]1)[B:7]([OH:14])[O:8][C:9]21[CH2:10][CH2:11][CH2:12][CH2:13]1.[Cl:24][C:25]([Cl:26])([Cl:27])[Cl:28].[O:16]=[C:17]1[N:18]([Br:23])[C:19](=[O:20])[CH2:21][CH2:22]1>>[CH2:1]([c:2]1[cH:3][cH:4][c:5]2[c:6]([cH:15]1)[B:7]([OH:14])[O:8][C:9]21[CH2:10][CH2:11][CH2:12][CH2:13]1)[Br:23]. The reactants are C(=C)OCCON (O-(2-(vinyloxy)ethyl)hydroxyl-amine), [Li+].C[Si](C)(C)[N-][Si](C)(C)C (LiHMDS), FC1=C(C(=CC2=C1N=CS2)C(=O)OC)NC2=C(C=C(C=C2)I)F (methyl 4-fluoro-5-((2-fluoro-4-iodophenyl)amino)benzo[d]thiazole-6-carboxylate). The solvent is C1CCOC1 (THF), C1CCOC1 (THF). Run at time 10 minute. Product: FC1=C(C(=CC2=C1N=CS2)C(=O)NOCCOC=C)NC2=C(C=C(C=C2)I)F (4-fluoro-5-((2-fluoro-4-iodophenyl)amino)-N-(2-(vinyloxy)ethoxy)benzo[d]thiazole-6-carboxamide). The yield is 98.0%. As a reaction SMILES: [CH:1]([O:3][CH2:4][CH2:5][O:6][NH2:7])=[CH2:2].[Li+].C[Si]([N-][Si](C)(C)C)(C)C.[F:18][C:19]1[C:24]2[N:25]=[CH:26][S:27][C:23]=2[CH:22]=[C:21]([C:28](OC)=[O:29])[C:20]=1[NH:32][C:33]1[CH:38]=[CH:37][C:36]([I:39])=[CH:35][C:34]=1[F:40]>C1COCC1>[F:18][C:19]1[C:24]2[N:25]=[CH:26][S:27][C:23]=2[CH:22]=[C:21]([C:28]([NH:7][O:6][CH2:5][CH2:4][O:3][CH:1]=[CH2:2])=[O:29])[C:20]=1[NH:32][C:33]1[CH:38]=[CH:37][C:36]([I:39])=[CH:35][C:34]=1[F:40] |f:1.2|. Procedure: To a solution of O-(2-(vinyloxy)ethyl)hydroxyl-amine (172 mg, 1.62 mmol) in THF (6 mL) was added LiHMDS (2.5 mL, 1 M in THF, 2.5 mmol) at −78° C. After stirring at this temperature for 10 min, a solution of methyl 4-fluoro-5-((2-fluoro-4-iodophenyl)amino)benzo[d]thiazole-6-carboxylate (360 mg, 0.81 mmol) in THF was syringed dropwisely. Then the mixture was allowed to warm to ambient temperature, quenched with saturated NH4Cl (aq., 20 mL) and extracted with ethyl acetate (15 mL×3). The combined o... Reactants: C(C1=CC=CC=C1)OC1=CC=C2C=CNC2=C1 (6-Benzyloxyindole), C1[C@@H](C)O1 ((R)-propylene oxide). Product: O[C@@H](CN1C=CC2=CC=C(C=C12)OCC1=CC=CC=C1)C ((R)-1-(2-hydroxypropyl)-6-benzyloxyindole). Reaction SMILES: [CH2:1]([O:8][C:9]1[CH:17]=[C:16]2[C:12]([CH:13]=[CH:14][NH:15]2)=[CH:11][CH:10]=1)[C:2]1[CH:7]=[CH:6][CH:5]=[CH:4][CH:3]=1.[CH2:18]1[O:21][C@@H:19]1[CH3:20]>>[OH:21][C@H:19]([CH3:20])[CH2:18][N:15]1[C:16]2[C:12](=[CH:11][CH:10]=[C:9]([O:8][CH2:1][C:2]3[CH:3]=[CH:4][CH:5]=[CH:6][CH:7]=3)[CH:17]=2)[CH:13]=[CH:14]1. Reported procedure: Alternatively, compound 1 is reacted with (R)-propylene oxide according to the foregoing method to yield (R)-1-(2-hydroxypropyl)-6-benzyloxyindole (R-2). Alternatively, compound 1 is reacted with (S)-propylene oxide according to the foregoing method to yield (S)-1-(2-hydroxypropyl)-6-benzyloxyindole (S-2). Reactants: 2-(chloromethyl)quinolone hydrochloride, C(C)#N (acetonitrile), ClC=1N=CNC1Cl (4,5-Dichloroimidazole), [OH-].[K+] (potassium hydroxide), C(C)#N (acetonitrile), BrCC1=CC2=CC=C3C=CC=C4C=CC(=C1)C2=C43 (2-(Bromomethyl)pyrene), [OH-].[K+] (potassium hydroxide). Yields the product [Cl-].C1=C(C=C2C=CC3=CC=CC4=CC=C1C2=C34)C[N+]3=CN(C(=C3Cl)Cl)CC3=NC4=CC=CC=C4C=C3 (1-(pyren-2-ylmethyl)-3-(quinolin-2-ylmethyl)-4,5-dichloroimidazolium chloride). Reaction SMILES: [Cl:1][C:2]1[N:3]=[CH:4][NH:5][C:6]=1[Cl:7].[OH-].[K+].Br[CH2:11][C:12]1[CH:25]=[C:24]2[C:26]3=[C:27]4[C:17]([CH:18]=[CH:19][CH:20]=[C:21]4[CH:22]=[CH:23]2)=[CH:16][CH:15]=[C:14]3[CH:13]=1.[C:28](#[N:30])[CH3:29]>>[Cl-:1].[CH:13]1[C:14]2[C:26]3=[C:27]4[C:17](=[CH:16][CH:15]=2)[CH:18]=[CH:19][CH:20]=[C:21]4[CH:22]=[CH:23][C:24]3=[CH:25][C:12]=1[CH2:11][N+:3]1[C:2]([Cl:1])=[C:6]([Cl:7])[N:5]([CH2:29][C:28]2[CH:16]=[CH:15][C:14]3[C:13](=[CH:12][CH:25]=[CH:24][CH:26]=3)[N:30]=2)[CH:4]=1 |f:1.2,5.6|. Procedure details: 4,5-Dichloroimidazole (0.18 g, 1.33 mmol) and potassium hydroxide (0.08 g, 1.46 mmol) will be dissolved in a minimum volume of acetonitrile and stirred at reflux for 30 min. 2-(Bromomethyl)pyrene (2.95 g, 10.0 mmol) will be added and the mixture will be returned to reflux for 3 h. The mixture will be filtered hot to remove the KBr generated. A solution of 2-(chloromethyl)quinoline will be prepared by combining 2-(chloromethyl)quinolone hydrochloride (2.14 g, 10 mmol) and potassium hydroxide (0.5... The reactants are FC(C1=CC(=NC=2N1N=CC2C#C)C2=CC=C(C=C2)C(F)(F)F)F (7-Difluoromethyl-3-ethynyl-5-(4-trifluoromethyl-phenyl)-pyrazolo[1,5-a]pyrimidine), BrC=1C=C(C=NC1)S(=O)(=O)N (5-Bromo-pyridine-3-sulfonic acid amide). Product: FC(C1=CC(=NC=2N1N=CC2C#CC=2C=C(C=NC2)S(=O)(=O)N)C2=CC=C(C=C2)C(F)(F)F)F (5-[7-Difluoromethyl-5-(4-trifluoromethyl-phenyl)-pyrazolo[1,5-a]pyrimidin-3-ylethynyl]-pyridine-3-sulfonic acid amide), solid. Isolated yield 66.0%. As a reaction SMILES: [F:1][CH:2]([F:24])[C:3]1[N:8]2[N:9]=[CH:10][C:11]([C:12]#[CH:13])=[C:7]2[N:6]=[C:5]([C:14]2[CH:19]=[CH:18][C:17]([C:20]([F:23])([F:22])[F:21])=[CH:16][CH:15]=2)[CH:4]=1.Br[C:26]1[CH:27]=[C:28]([S:32]([NH2:35])(=[O:34])=[O:33])[CH:29]=[N:30][CH:31]=1>>[F:24][CH:2]([F:1])[C:3]1[N:8]2[N:9]=[CH:10][C:11]([C:12]#[C:13][C:26]3[CH:27]=[C:28]([S:32]([NH2:35])(=[O:34])=[O:33])[CH:29]=[N:30][CH:31]=3)=[C:7]2[N:6]=[C:5]([C:14]2[CH:19]=[CH:18][C:17]([C:20]([F:23])([F:22])[F:21])=[CH:16][CH:15]=2)[CH:4]=1. Reported procedure: The title compound was prepared from 7-Difluoromethyl-3-ethynyl-5-(4-trifluoromethyl-phenyl)-pyrazolo[1,5-a]pyrimidine (example C.2)(340 mg, 1.0 mmol) and 5-Bromo-pyridine-3-sulfonic acid amide (example B.1) (215 mg, 1.0 mmol) according to general procedure II. Obtained as a yellow solid (330 mg, 66%). MS (ISP) 494.3 [(M+H)+]; mp 238° C. Reactants: C(CC)[Mg]I (propylmagnesium iodide), C(C1=CC=CC=C1)(C1=CC=CC=C1)N1CC(C1)=O (1-benzhydryl-3-oxoazetidine), [Cl-].[NH4+] (ammonium chloride), ICCC (iodopropane), [Mg] (magnesium). The solvent is C(C)OCC (ethyl ether), C(C)OCC (ethyl ether), O (water), C(C)OCC (ethyl ether). Conditions: temperature 0 celsius, time 2 hour. Yields the product C(C1=CC=CC=C1)(C1=CC=CC=C1)N1CC(C1)(CCC)O (1-benzhydryl-3-hydroxy-3-propyl-azetidine). As a reaction SMILES: [CH:1]([N:14]1[CH2:17][C:16](=[O:18])[CH2:15]1)([C:8]1[CH:13]=[CH:12][CH:11]=[CH:10][CH:9]=1)[C:2]1[CH:7]=[CH:6][CH:5]=[CH:4][CH:3]=1.[CH2:19]([Mg]I)[CH2:20][CH3:21].ICCC.[Mg].[Cl-].[NH4+]>C(OCC)C.O>[CH:1]([N:14]1[CH2:17][C:16]([OH:18])([CH2:19][CH2:20][CH3:21])[CH2:15]1)([C:8]1[CH:13]=[CH:12][CH:11]=[CH:10][CH:9]=1)[C:2]1[CH:3]=[CH:4][CH:5]=[CH:6][CH:7]=1 |f:4.5|. Procedure details: A solution of 7.5 g of 1-benzhydryl-3-oxoazetidine dissolved in 50 cm3 of ethyl ether is added in the course of 20 minutes at between 0 and 5° C. to a solution of propylmagnesium iodide in ethyl ether, prepared under the usual conditions from 10.75 g of iodopropane and 1.55 g of magnesium in 75 cm3 of ethyl ether. The temperature is allowed to rise to approximately 20° C. and the mixture is stirred at the same temperature for 2 hours. After cooling to approximately 0° C., 50 cm3 of water and 50 ...